From a dataset of the Open Reaction Database (ORD), a public repository of structured organic reaction records. describe an organic reaction: reactants, conditions, products, and yield Reactants: S(=O)(O)[O-].[Na+] (sodium hydrogensulfite), O=C1N(C(SC1)=S)NC1=C(C(=O)O)C=CC=C1 (2-(4-oxo-2-thioxo-thiazolidin-3-ylamino)-benzoic acid), N1(CCOCC1)C1=CC=C(C=C1)C1=CC=C(O1)C=O (5-(4-morpholin-4-yl-phenyl)-furan-2-carbaldehyde), C(C)(=O)O.C(C)(=O)O.C(CN)N (ethylenediamine diacetate). The solvent is CO (methanol). Reaction conditions: time 18 hour. Yields the product N1(CCOCC1)C1=CC=C(C=C1)C1=CC=C(O1)\C=C\1/C(N(C(S1)=S)NC1=C(C(=O)O)C=CC=C1)=O (2-{5-[1-[5-(4-morpholin-4-yl-phenyl)-furan-2-yl]-meth-(E)-ylidene]-4-oxo-2-thioxo-thiazolidin-3-ylamino}-benzoic acid). Isolated yield 87.8%. Reaction SMILES: [O:1]=[C:2]1[CH2:6][S:5][C:4](=[S:7])[N:3]1[NH:8][C:9]1[CH:17]=[CH:16][CH:15]=[CH:14][C:10]=1[C:11]([OH:13])=[O:12].[N:18]1([C:24]2[CH:29]=[CH:28][C:27]([C:30]3[O:34][C:33]([CH:35]=O)=[CH:32][CH:31]=3)=[CH:26][CH:25]=2)[CH2:23][CH2:22][O:21][CH2:20][CH2:19]1.C(O)(=O)C.C(O)(=O)C.C(N)CN.S([O-])(O)=O.[Na+]>CO>[N:18]1([C:24]2[CH:25]=[CH:26][C:27]([C:30]3[O:34][C:33](/[CH:35]=[C:6]4\[C:2](=[O:1])[N:3]([NH:8][C:9]5[CH:17]=[CH:16][CH:15]=[CH:14][C:10]=5[C:11]([OH:13])=[O:12])[C:4](=[S:7])[S:5]\4)=[CH:32][CH:31]=3)=[CH:28][CH:29]=2)[CH2:19][CH2:20][O:21][CH2:22][CH2:23]1 |f:2.3.4,5.6|. Procedure: A mixture of 2-(4-oxo-2-thioxo-thiazolidin-3-ylamino)-benzoic acid (0.089 g, 0.33 mmol), 5-(4-morpholin-4-yl-phenyl)-furan-2-carbaldehyde (0.091 g, 0.35 mmol) and ethylenediamine diacetate (0.063 g, 0.035 mmol) in methanol (10 mL) was stirred at room temperature for 18 h. The reaction mixture was poured into stirred 0.6 N aq sodium hydrogensulfite (50 mL). The mixture was vigorously stirred for 30 mm. The solid product was filtered off and washed on funnel successively with 0.6 N aq sodium hydro...